Dataset: the Open Reaction Database (ORD), a public repository of structured organic reaction records. Task: describe an organic reaction: reactants, conditions, products, and yield Procedure details: A solution of 16.25 g (0.0575 mol) 3,5-di-t-butyl-4-hydroxydithiobenzoic acid and 13.6 g (0.115 mol α-methylstyrene in 50 ml toluene was heated at reflux for 2 hours. The reaction mixture was evaporated under reduced pressure to give an oil. The oil was chromatographed on silica gel (hexane eluant) to give the product, m.p. 100°-104° C. Elemental analysis of the product is tabulated in Table I. The reactants are C(C)(C)(C)C=1C=C(C(=S)S)C=C(C1O)C(C)(C)C (3,5-di-t-butyl-4-hydroxydithiobenzoic acid), CC(=C)C1=CC=CC=C1 (α-methylstyrene). The product is C(C)(C)(C)C=1C=C(C(=S)SC(C2=CC=CC=C2)(C)C)C=C(C1O)C(C)(C)C (α,α-dimethylbenzyl 3,5-di-t-butyl-4-hydroxydithiobenzoate). Solvent: C1(=CC=CC=C1)C (toluene). As a reaction SMILES: [C:1]([C:5]1[CH:6]=[C:7]([CH:11]=[C:12]([C:15]([CH3:18])([CH3:17])[CH3:16])[C:13]=1[OH:14])[C:8]([SH:10])=[S:9])([CH3:4])([CH3:3])[CH3:2].[CH3:19][C:20]([C:22]1[CH:27]=[CH:26][CH:25]=[CH:24][CH:23]=1)=[CH2:21]>C1(C)C=CC=CC=1>[C:1]([C:5]1[CH:6]=[C:7]([CH:11]=[C:12]([C:15]([CH3:18])([CH3:17])[CH3:16])[C:13]=1[OH:14])[C:8]([S:10][C:20]([CH3:21])([CH3:19])[C:22]1[CH:27]=[CH:26][CH:25]=[CH:24][CH:23]=1)=[S:9])([CH3:4])([CH3:3])[CH3:2]. Starting materials: ClC=1N=C(C2=C(N1)N(C=C2C#N)S(=O)(=O)C2=CC=C(C)C=C2)N2CCC(CC2)CNC(OC(C)(C)C)=O (tert-butyl (1-(2-chloro-5-cyano-7-tosyl-7H-pyrrolo[2,3-d]pyrimidin-4-yl)piperidin-4-yl)methylcarbamate), NC1=CC=C(C=C1)N1CCN(CC1)C(C)=O (1-(4-(4-aminophenyl)piperazin-1-yl)ethanone), C[Si](C)(C)Cl (trimethylsilyl chloride). The solvent is CCCCO (n-BuOH), CCCCO (n-BuOH). Yields the product C(C)(=O)N1CCN(CC1)C1=CC=C(C=C1)NC=1N=C(C2=C(N1)NC=C2C#N)N2CCC(CC2)CN (2-(4-(4-acetylpiperazin-1-yl)phenylamino)-4-(4-(aminomethyl)piperidin-1-yl)-7H-pyrrolo[2,3-d]pyrimidine-5-carbonitrile). Isolated yield 16.0%. Reaction SMILES: Cl[C:2]1[N:3]=[C:4]([N:23]2[CH2:28][CH2:27][CH:26]([CH2:29][NH:30]C(=O)OC(C)(C)C)[CH2:25][CH2:24]2)[C:5]2[C:10]([C:11]#[N:12])=[CH:9][N:8](S(C3C=CC(C)=CC=3)(=O)=O)[C:6]=2[N:7]=1.[NH2:38][C:39]1[CH:44]=[CH:43][C:42]([N:45]2[CH2:50][CH2:49][N:48]([C:51](=[O:53])[CH3:52])[CH2:47][CH2:46]2)=[CH:41][CH:40]=1.C[Si](Cl)(C)C>CCCCO>[C:51]([N:48]1[CH2:47][CH2:46][N:45]([C:42]2[CH:43]=[CH:44][C:39]([NH:38][C:2]3[N:3]=[C:4]([N:23]4[CH2:24][CH2:25][CH:26]([CH2:29][NH2:30])[CH2:27][CH2:28]4)[C:5]4[C:10]([C:11]#[N:12])=[CH:9][NH:8][C:6]=4[N:7]=3)=[CH:40][CH:41]=2)[CH2:50][CH2:49]1)(=[O:53])[CH3:52]. Reported procedure: A mixture of tert-butyl (1-(2-chloro-5-cyano-7-tosyl-7H-pyrrolo[2,3-d]pyrimidin-4-yl)piperidin-4-yl)methylcarbamate (180 mg, 0.330 mmol), 1-(4-(4-aminophenyl)piperazin-1-yl)ethanone (137 mg, 0.625 mmol) and trimethylsilyl chloride (0.300 mL, 2.37 mmol) in n-BuOH (5 mL) was stirred at 135° C. for 40 h. n-BuOH was removed in vacuo. The residue was purified by HPLC to give the titled compound (25 mg). MS 474.5 (M+H); UV 200.8, 277.8 nm. Reactants: CCOC(C)OCC1CCCC(=O)N1CC#CCOCC#N, ClCCl, O=C(O)C(F)(F)F. The product is N#CCOCC#CCN1C(=O)CCCC1CO. Reaction SMILES: [CH2:8]([O:9][CH:10]([CH3:11])[O:13][CH2:14][CH:15]1[N:16]([CH2:22][C:23]#[C:24][CH2:25][O:26][CH2:27][C:28]#[N:29])[C:17](=[O:21])[CH2:18][CH2:19][CH2:20]1)[CH3:12].[Cl:30][CH2:31][Cl:32].[OH:1][C:2]([C:3]([F:4])([F:5])[F:6])=[O:7]>>[OH:13][CH2:14][CH:15]1[N:16]([CH2:22][C:23]#[C:24][CH2:25][O:26][CH2:27][C:28]#[N:29])[C:17](=[O:21])[CH2:18][CH2:19][CH2:20]1.